From a dataset of the Open Reaction Database (ORD), a public repository of structured organic reaction records. describe an organic reaction: reactants, conditions, products, and yield The reactants are C(C(O)CC(=O)O)(=O)O (DL-malic acid), C([O-])([O-])=O.[K+].[K+] (potassium carbonate). Solvent: O (water). Reaction conditions: temperature 10 celsius, time 4 hour. Product: O.C(C(O)CC(=O)O)(=O)[O-].[K+] (monopotassium DL-malate monohydrate). The yield is 138.8%. As a reaction SMILES: [C:1]([OH:9])(=[O:8])[CH:2]([CH2:4][C:5]([OH:7])=[O:6])[OH:3].C(=O)([O-])[O-].[K+:14].[K+]>O>[OH2:3].[C:1]([O-:9])(=[O:8])[CH:2]([CH2:4][C:5]([OH:7])=[O:6])[OH:3].[K+:14] |f:1.2.3,5.6.7|. Procedure details: 26.8 g (0.2 mole) of DL-malic acid and 13.8 g (0.1 mole) of potassium carbonate are dissolved in 200 ml of water. The solution (pH 4.1) is concentrated under reduced pressure to make the total weight thereof 60 g. The concentrated solution is cooled to 10° C., and the mixture obtained (i.e., the mixture of the concentrated solution and crystals precipitated) is stirred at the same temperature for 4 hours. After stirring, the mixture had a pH of 4.1. The crystalline precipitates are collected by ... Reactants: Met-BTC, Sephadex, N[C@@H](CCSC)C(=O)O (methionine), C(C=O)(=O)O (glyoxylic acid), N1=CC=CC=C1 (pyridine), P(=O)([O-])([O-])[O-] (phosphate). The reagents and catalysts are S(=O)(=O)([O-])[O-].[Cu+2] (copper sulfate). Solvent: NC(=O)N (urea), NC(=O)N (urea). Run at time 1 hour. The product is NC=1C=C(C(=O)O)C=CC1N (3,4-diaminobenzoic acid). Reaction SMILES: [NH2:1][C@H:2](C(O)=O)CCSC.[C:10]([OH:14])(=[O:13])C=O.[N:15]1[CH:20]=[CH:19][CH:18]=[CH:17][CH:16]=1.P([O-])([O-])([O-])=O>NC(N)=O.S([O-])([O-])(=O)=O.[Cu+2]>[NH2:1][C:2]1[CH:16]=[C:17]([CH:18]=[CH:19][C:20]=1[NH2:15])[C:10]([OH:14])=[O:13] |f:5.6|. Procedure: Forty mg of Met-BTC having methionine at its N-terminal obtained in Reference Example 4 was dissolved in 4 ml of 3 M urea solution. To the mixture was added a solution containing 50 mM copper sulfate 0.5 ml, glyoxylic acid 0.25 g and pyridine 0.5 ml and allowed to stand at 25° C. for 1 hour. The reaction solution was passed through Sephadex G-25 column (25 mmID×600 mmL) equilibrated with 2.5 M urea and 50 mM phosphate buffer solution (pH 6.0) and the column was washed with the same buffer soluti... Reactants: OC=1C=C(C=CC1)NC1=NC=C(C(=N1)NC1=CC(=CC=C1)O)F (N2,N4-bis(3-hydroxyphenyl)-5-fluoro-2,4-pyrimidinediamine), ClC1=NC=C(C(=N1)Cl)C#N (2,4-dichloro-5-cyanopyrimidine), OC=1C=C(N)C=CC1 (3-hydroxyaniline). Yields the product OC=1C=C(C=CC1)C1=C(C(=NC(=N1)N)N)C#N (3-hydroxyphenyl-5-cyano-2,4-pyrimidinediamine). Reaction SMILES: OC1C=C([NH:8][C:9]2[N:14]=[C:13]([NH:15]C3C=CC=C(O)C=3)[C:12](F)=[CH:11][N:10]=2)C=CC=1.Cl[C:25]1N=C(Cl)C(C#N)=C[N:26]=1.[OH:34][C:35]1[CH:36]=[C:37]([CH:39]=[CH:40][CH:41]=1)N>>[OH:34][C:35]1[CH:36]=[C:37]([C:11]2[N:10]=[C:9]([NH2:8])[N:14]=[C:13]([NH2:15])[C:12]=2[C:25]#[N:26])[CH:39]=[CH:40][CH:41]=1. Procedure: In a manner similar to the preparation of N2,N4-bis(3-hydroxyphenyl)-5-fluoro-2,4-pyrimidinediamine, 2,4-dichloro-5-cyanopyrimidine and 3-hydroxyaniline were reacted to yield N2,N4-bis(3-hydroxyphenyl-5-cyano-2,4-pyrimidinediamine. 1H NMR (DMSO-d6): δ 9.73 (bs, 1H), 9.40 (s, 1H), 9.33 (bs, 1H), 9.24 (s, 1H), 8.47 (s, 1H), 7.20 (d, 1H, J=7.5 Hz), 7.11 (t, 1H, J=7.5 Hz), 7.09–7.02 (m, 2H), 6.99–6.89 (m, 3H), 6.54 (d, 1H, J=7.2 Hz), 6.37 (dd, 1H, J=1.8 and 8.4 Hz); LCMS: ret. time: 19.71 min.; puri... Starting materials: ClCc1ccc(OCc2ccccc2)cc1, CN(C)C=O, CCOC(C)=O, [H-], [I-], [K+], O=C1Nc2ccccc2C12COc1cc3c(cc12)OCCO3, [Na+], O. Yields the product O=C1N(Cc2ccc(OCc3ccccc3)cc2)c2ccccc2C12COc1cc3c(cc12)OCCO3. RXN SMILES: [CH2:25]([c:26]1[cH:27][cH:28][cH:29][cH:30][cH:31]1)[O:32][c:33]1[cH:34][cH:35][c:36]([CH2:37][Cl:38])[cH:39][cH:40]1.[CH3:43][N:44]([CH3:45])[CH:46]=[O:47].[CH3:49][CH2:50][O:51][C:52](=[O:53])[CH3:54].[H-:23].[I-:42].[K+:41].[NH:1]1[C:2](=[O:22])[C:3]2([CH2:4][O:5][c:6]3[cH:7][c:8]4[c:9]([cH:14][c:15]32)[O:10][CH2:11][CH2:12][O:13]4)[c:16]2[cH:17][cH:18][cH:19][cH:20][c:21]21.[Na+:24].[OH2:48]>>[N:1]1([CH2:37][c:36]2[cH:35][cH:34][c:33]([O:32][CH2:25][c:26]3[cH:27][cH:28][cH:29][cH:30][cH:31]3)[cH:40][cH:39]2)[C:2](=[O:22])[C:3]2([CH2:4][O:5][c:6]3[cH:7][c:8]4[c:9]([cH:14][c:15]32)[O:10][CH2:11][CH2:12][O:13]4)[c:16]2[cH:17][cH:18][cH:19][cH:20][c:21]21. Starting materials: CN(C=O)C (dimethyl formamide), phase, ice water, S(O)(O)=O.O(C1=CC=CC=C1)C=1C=C(C=O)C=CC1 (3-phenoxybenzaldehyde bisulfite), [C-]#N.[Na+] (sodium cyanide). The solvent is C(C)(=O)O (acetic acid), O (water), O (water), C(C)OC(C)=O (ethylacetate). Run at time 1 hour. The product is O(C1=CC=CC=C1)C=1C=C(C=O)C=CC1 (3-phenoxybenzaldehyde). As a reaction SMILES: CN(C)C=O.S(=O)(O)O.[O:10]([C:17]1[CH:18]=[C:19]([CH:22]=[CH:23][CH:24]=1)[CH:20]=[O:21])[C:11]1[CH:16]=[CH:15][CH:14]=[CH:13][CH:12]=1.[C-]#N.[Na+]>C(OC(=O)C)C.O.C(O)(=O)C>[O:10]([C:17]1[CH:18]=[C:19]([CH:22]=[CH:23][CH:24]=1)[CH:20]=[O:21])[C:11]1[CH:12]=[CH:13][CH:14]=[CH:15][CH:16]=1 |f:1.2,3.4|. Reported procedure: Into 150 ml. of dimethyl formamide 60.45 g. of 3-phenoxybenzaldehyde bisulfite are added, whereupon a solution of 12.51 g. of sodium cyanide in 60 ml. of water is poured into the mixture at 5° to 10° C. under cooling with ice water, in 25 to 35 minutes. The mixture is stirred to 10° to 12° C. for 1 hour and 62 ml. of acetic acid are added at 10° to 15° C., dropwise, in 25 to 30 minutes. The reaction mixture is stirred for an additional 20 minutes, whereupon it is poured into a vigurously stirred... The reactants are ClC1=C(CN2S(OCC2)(=O)=O)C=CC=C1 (N-(2-chlorobenzyl)-2,2-dioxo-1,2,3-oxathiazolidine), S1C(=CC=C1)[Li] (thienyllithium). Product: ClC1=C(CNCCC=2SC=CC2)C=CC=C1 (N-(2-chlorobenzyl)-2-(2-thienyl)ethylamine). Reaction SMILES: [Cl:1][C:2]1[CH:15]=[CH:14][CH:13]=[CH:12][C:3]=1[CH2:4][N:5]1[CH2:9][CH2:8]OS1(=O)=O.[S:16]1[CH:20]=[CH:19][CH:18]=[C:17]1[Li]>>[Cl:1][C:2]1[CH:15]=[CH:14][CH:13]=[CH:12][C:3]=1[CH2:4][NH:5][CH2:9][CH2:8][C:17]1[S:16][CH:20]=[CH:19][CH:18]=1. Reported procedure: contacting the N-(2-chlorobenzyl)-2,2-dioxo-1,2,3-oxathiazolidine with thienyllithium to give N-(2-chlorobenzyl)-2-(2-thienyl)ethylamine, and